From a dataset of the Open Reaction Database (ORD), a public repository of structured organic reaction records. describe an organic reaction: reactants, conditions, products, and yield Reactants: ClC=1C=C(C=CC1F)NC1=C(C=NC2=CC(=C(C=C12)NC(C=CCBr)=O)OC)C#N (4-bromo-but-2-enoic acid[4-(3-chloro-4-fluoro-phenylamino)-3-cyano-7-methoxy-quinolin-6-yl]-amide), OCCNCCO (bis-(2-hydroxy-ethyl) amine). Product: ClC=1C=C(C=CC1F)NC1=C(C=NC2=CC(=C(C=C12)NC(C=CCN(CCO)CCO)=O)OC)C#N (4-[Bis-(2-hydroxy-ethyl)-amino]-but-2-enoic Acid[4-(3-chloro-4-fluoro-phenylamino)-3-cyano-7-methoxy-quinolin-6-yl]-amide). As a reaction SMILES: [Cl:1][C:2]1[CH:3]=[C:4]([NH:9][C:10]2[C:19]3[C:14](=[CH:15][C:16]([O:27][CH3:28])=[C:17]([NH:20][C:21](=[O:26])[CH:22]=[CH:23][CH2:24]Br)[CH:18]=3)[N:13]=[CH:12][C:11]=2[C:29]#[N:30])[CH:5]=[CH:6][C:7]=1[F:8].[OH:31][CH2:32][CH2:33][NH:34][CH2:35][CH2:36][OH:37]>>[Cl:1][C:2]1[CH:3]=[C:4]([NH:9][C:10]2[C:19]3[C:14](=[CH:15][C:16]([O:27][CH3:28])=[C:17]([NH:20][C:21](=[O:26])[CH:22]=[CH:23][CH2:24][N:34]([CH2:35][CH2:36][OH:37])[CH2:33][CH2:32][OH:31])[CH:18]=3)[N:13]=[CH:12][C:11]=2[C:29]#[N:30])[CH:5]=[CH:6][C:7]=1[F:8]. Reported procedure: In the mamner of Example 103, 4-bromo-but-2-enoic acid[4-(3-chloro-4-fluoro-phenylamino)-3-cyano-7-methoxy-quinolin-6-yl]-amide and bis-(2-hydroxy-ethyl) amine was converted to 22.2 mg of the title compound (free base), mass spectrum (electrospray, m/e): M+H 514.0 and 60.7 mg of the title compound as the bis-trifluoroacetate salt); mass spectrum (electrospray, m/e): M+H 514.0. Starting materials: C(C)OC(=O)C=1C=NN(C1Cl)C1CCC1 (5-chloro-1-cyclobutyl-1H-pyrazole-4-carboxylic acid ethyl ester), [Li+].[OH-] (LiOH). Run in CO (methanol), O (water). Yields the product ClC1=C(C=NN1C1CCC1)C(=O)O (5-chloro-1-cyclobutyl-1H-pyrazole-4-carboxylic acid). Yield: 93.4%. As a reaction SMILES: C([O:3][C:4]([C:6]1[CH:7]=[N:8][N:9]([CH:12]2[CH2:15][CH2:14][CH2:13]2)[C:10]=1[Cl:11])=[O:5])C.[Li+].[OH-]>CO.O>[Cl:11][C:10]1[N:9]([CH:12]2[CH2:13][CH2:14][CH2:15]2)[N:8]=[CH:7][C:6]=1[C:4]([OH:5])=[O:3] |f:1.2|. Reported procedure: To a solution of 5-chloro-1-cyclobutyl-1H-pyrazole-4-carboxylic acid ethyl ester (182 mg, 0.79 mmol) in methanol (8 mL) and water (8 mL) was added LiOH (23 mg, 0.96 mmol). The reaction mixture was stirred at reflux for 4 hours and then concentrated under reduced pressure to remove the methanol. The residue was diluted with water, acidified to pH 2 with concentrated HCl and extracted with ethyl acetate. The organic layer was evaporated in vacuo to give 5-chloro-1-cyclobutyl-1H-pyrazole-4-carboxyl... The reactants are methyl ester, Cl.N[C@@H](C(C)C)C(=O)O (L-(+)-valine hydrochloride), buffer solution, ClCCl (dichloromethane). Conditions: time 30 minute. Yields the product COC([C@@H](N)C(C)C)=O (Valine Methyl Ester). As a reaction SMILES: Cl.[NH2:2][C@H:3]([C:7]([OH:9])=[O:8])[CH:4]([CH3:6])[CH3:5].Cl[CH2:11]Cl>>[CH3:11][O:8][C:7](=[O:9])[C@H:3]([CH:4]([CH3:6])[CH3:5])[NH2:2] |f:0.1|. Procedure details: 500 mg of methyl ester of L-(+)-valine hydrochloride are placed in a round-bottom flask. 45 mL of buffer solution (K2HPO4/K3PO4 (pH=12.4)), then 22.5 mL of anhydrous dichloromethane are successively added. The mixture is agitated at room temperature for 30 min. The organic phase is separated, washed with brine, dried on magnesium sulfate, filtered and concentrated under vacuum. Starting materials: COC=1C(=C(C(=O)O)C(=CC1I)I)I (3-methoxy-2,4,6-triiodobenzoic acid), N#N (N2), [Si](C)(C)(C)C=[N+]=[N-] (TMSCHN2). The solvent is CCOCC (Et2O), CO (methanol), hexanes. The product is COC=1C(=C(C(=O)OC)C(=CC1I)I)I (Methyl 3-methoxy-2,4,6-triiodobenzoate). Reaction conditions: time 30 minute. Procedure: In a 3-neck 250 mL round-bottom flask fitted with a thermometer and a condenser, 3-methoxy-2,4,6-triiodobenzoic acid (10.38 g) was dissolved in a 2:1 mixture of Et2O and methanol at 0° C. A 2.0 M hexanes solution of TMSCHN2 was added dropwise until yellow color persisted and N2 bubbling stopped. The reaction mixture was stirred for 30 minutes and quenched with glacial acetic acid. Solvents and excess AcOH were removed in vacuo for 18 h to give the desired ester as a white solid which was used in... Reaction SMILES: [CH3:1][O:2][C:3]1[C:4]([I:14])=[C:5]([C:9]([I:13])=[CH:10][C:11]=1[I:12])[C:6]([OH:8])=[O:7].[Si](C=[N+]=[N-])(C)(C)[CH3:16].N#N>CCOCC.CO>[CH3:1][O:2][C:3]1[C:4]([I:14])=[C:5]([C:9]([I:13])=[CH:10][C:11]=1[I:12])[C:6]([O:8][CH3:16])=[O:7]. Starting materials: [I-] (iodide), C(C)(C)(C)OC(=O)N(C(=O)OC(C)(C)C)C1=NC=C(N=C1OC)B1OC(C(O1)(C)C)(C)C (di-tert-butyl[3-methoxy-5-(4,4,5,5-tetramethyl-1,3,2-dioxaborolan-2-yl)pyrazin-2-yl]imidodicarbonate), FC(CN1N=C(C(=C1)C1=NC(=NC=C1)NCCC#N)I)F (3-{4-[1-(2,2-Difluoro-ethyl)-3-iodo-1H-pyrazol-4-yl]-pyrimidin-2-ylamino}-propionitrile), [F-].[Cs+] (Cesium Fluoride), aqueous solution. Procedure details: To a solution of the crude di-tert-butyl[3-methoxy-5-(4,4,5,5-tetramethyl-1,3,2-dioxaborolan-2-yl)pyrazin-2-yl]imidodicarbonate B-79-3 (0.6 mmol) in dimethoxyethane (2.5 mL) was added 3-{4-[1-(2,2-Difluoro-ethyl)-3-iodo-1H-pyrazol-4-yl]-pyrimidin-2-ylamino}-propionitrile B-33-3 (150 mg, 0.37 mmol) and Cesium Fluoride (1.1 mL of a 1M aqueous solution, 1.1 mmol). The resulting mixture was deoxygenated with a nitrogen bubbler for 5 min and then 1,1′-Bis(diphenylphosphino)ferrocene-palladium(II) dic... RXN SMILES: C(OC([N:8]([C:16]1[C:21]([O:22][CH3:23])=[N:20][C:19](B2OC(C)(C)C(C)(C)O2)=[CH:18][N:17]=1)C(OC(C)(C)C)=O)=O)(C)(C)C.[F:33][CH:34]([F:53])[CH2:35][N:36]1[CH:40]=[C:39]([C:41]2[CH:46]=[CH:45][N:44]=[C:43]([NH:47][CH2:48][CH2:49][C:50]#[N:51])[N:42]=2)[C:38](I)=[N:37]1.[F-].[Cs+].[I-]>C(COC)OC>[NH2:8][C:16]1[N:17]=[CH:18][C:19]([C:38]2[C:39]([C:41]3[CH:46]=[CH:45][N:44]=[C:43]([NH:47][CH2:48][CH2:49][C:50]#[N:51])[N:42]=3)=[CH:40][N:36]([CH2:35][CH:34]([F:53])[F:33])[N:37]=2)=[N:20][C:21]=1[O:22][CH3:23] |f:2.3|. Conditions: temperature 80 celsius. Yields the product NC=1N=CC(=NC1OC)C1=NN(C=C1C1=NC(=NC=C1)NCCC#N)CC(F)F (3-{4-[3-(5-Amino-6-methoxy-pyrazin-2-yl)-1-(2,2-difluoro-ethyl)-1H-pyrazol-4-yl]-pyrimidin-2-ylamino}-propionitrile). Run in C(OC)COC (dimethoxyethane).